Dataset: the Open Reaction Database (ORD), a public repository of structured organic reaction records. Task: describe an organic reaction: reactants, conditions, products, and yield Reactants: O=C([O-])[O-], C=CCBr, COC(=O)c1ccc([N+](=O)[O-])c(O)c1, CC(C)=O, [K+], [K+]. Yields the product C=CCOc1cc(C(=O)OC)ccc1[N+](=O)[O-]. RXN SMILES: [C:15](=[O:16])([O-:17])[O-:18].[CH2:21]([CH:22]=[CH2:23])[Br:24].[CH3:1][O:2][C:3]([c:4]1[cH:5][c:6]([OH:13])[c:7]([N+:10](=[O:11])[O-:12])[cH:8][cH:9]1)=[O:14].[CH3:25][C:26](=[O:27])[CH3:28].[K+:19].[K+:20]>>[CH3:1][O:2][C:3]([c:4]1[cH:5][c:6]([O:13][CH2:23][CH:22]=[CH2:21])[c:7]([N+:10](=[O:11])[O-:12])[cH:8][cH:9]1)=[O:14]. The reactants are C(C)OC(CN1CCNCC1)C1=CC=CC=C1 (1-(2-ethoxy-2-phenylethyl)piperazine), Cl (hydrochloric acid), C([O-])([O-])=O.[K+].[K+] (potassium carbonate), O=C1NC=NC2=CC=C(C=C12)S(=O)(=O)Cl (3,4-dihydro-4-oxo-6-quinazolinesulfonyl chloride). Solvent: C(Cl)(Cl)Cl (chloroform), C(C)O (ethanol), O (water), C(Cl)(Cl)Cl (chloroform), C(Cl)(Cl)Cl (chloroform). Conditions: time 15 hour. The product is Cl.O=C1NC=NC2=CC=C(C=C12)S(=O)(=O)N1CCN(CC1)CC(C1=CC=CC=C1)OCC (1-(3,4-dihydro-4-oxo-6-quinazolinesulfonyl)-4-(2-ethoxy-2-phenylethyl)piperazine hydrochloride). Yield: 76.2%. Reaction SMILES: [CH2:1]([O:3][CH:4]([C:12]1[CH:17]=[CH:16][CH:15]=[CH:14][CH:13]=1)[CH2:5][N:6]1[CH2:11][CH2:10][NH:9][CH2:8][CH2:7]1)[CH3:2].C(=O)([O-])[O-].[K+].[K+].[O:24]=[C:25]1[C:34]2[C:29](=[CH:30][CH:31]=[C:32]([S:35]([Cl:38])(=[O:37])=[O:36])[CH:33]=2)[N:28]=[CH:27][NH:26]1.Cl>C(Cl)(Cl)Cl.C(O)C.O>[ClH:38].[O:24]=[C:25]1[C:34]2[C:29](=[CH:30][CH:31]=[C:32]([S:35]([N:9]3[CH2:8][CH2:7][N:6]([CH2:5][CH:4]([O:3][CH2:1][CH3:2])[C:12]4[CH:17]=[CH:16][CH:15]=[CH:14][CH:13]=4)[CH2:11][CH2:10]3)(=[O:37])=[O:36])[CH:33]=2)[N:28]=[CH:27][NH:26]1 |f:1.2.3,9.10|. Procedure: In 200 ml of chloroform was dissolved 11.7 g of 1-(2-ethoxy-2-phenylethyl)piperazine, and then 6.9 g of anhydrous potassium carbonate was added thereto. To the solution thus obtained was added dropwise 100 ml of a chloroform solution containing 12.2 g of 3,4-dihydro-4-oxo-6-quinazolinesulfonyl chloride under cooling with ice. After the dropwise addition of the chloroform solution, the mixed solution was stirred at a temperature of 20° C. to 25° C. for 15 hours, and then added with 50 ml of water... The reactants are COC(CN([Si](C)(C)C)[Si](C)(C)C)OC (bis(trimethylsilyl)aminoacetaldehyde dimethylacetal), COC(CNC(=CC(C)=O)C)OC (4-(2,2-bis(methoxy)ethylamino)-3-penten-2-one), CC(C)([O-])C.[Na+] (sodium t-butoxide), FC(C(C(=O)O)(F)F)(F)F (pentafluoropropionic acid). Run in O1CCCC1 (tetrahydrofuran). Conditions: temperature 150 celsius, time 1 hour. The product is COC(CNC(C)=CC(C)=NCC(OC)OC)OC (N-(2,2-bis(methoxy)ethyl)-4-(2,2-bis(methoxy)ethylimino)-2-penten-2-amine). RXN SMILES: [CH3:1][O:2][CH:3]([O:14][CH3:15])[CH2:4][N:5]([Si](C)(C)C)[Si](C)(C)C.[CH3:16][O:17][CH:18]([O:27][CH3:28])[CH2:19][NH:20][C:21]([CH3:26])=[CH:22][C:23](=O)[CH3:24].FC(F)(F)C(F)(F)C(O)=O.CC(C)([O-])C.[Na+]>O1CCCC1>[CH3:1][O:2][CH:3]([O:14][CH3:15])[CH2:4][NH:5][C:23](=[CH:22][C:21](=[N:20][CH2:19][CH:18]([O:17][CH3:16])[O:27][CH3:28])[CH3:26])[CH3:24] |f:3.4|. Procedure: 8.0 g (0.032 moles) of bis(trimethylsilyl)aminoacetaldehyde dimethylacetal were mixed with 4.0 g (0.021 moles) of 4-(2,2-bis(methoxy)ethylamino)-3-penten-2-one. To this mixture was added 4.37 g (0.0266 moles) of pentafluoropropionic acid dropwise over 5 minutes with rapid stirring. The mixture darkened and became warm, eventually forming two immiscible layers, and was allowed to stir for 1 hour. 2.56 g (0.0266 moles) of sodium t-butoxide dissolved in 5 ml of tetrahydrofuran was then added dropwi... Starting materials: CO, CCCC(=S)NCC(=O)OC, N. The product is CCCC(=S)NCC(N)=O. Reaction SMILES: [CH3:13][OH:14].[CH3:1][O:2][C:3]([CH2:4][NH:5][C:6]([CH2:7][CH2:8][CH3:9])=[S:10])=[O:11].[NH3:12]>>[O:2]=[C:3]([CH2:4][NH:5][C:6]([CH2:7][CH2:8][CH3:9])=[S:10])[NH2:12]. The reactants are Cl (hydrochloric acid), C(CCC)C=1N(C(=C(N1)C(CC)(O)CC)C(=O)OCC)CC1=CC=C(C=C1)C1=C(C=CC=C1)C1=NN=NN1C(C1=CC=CC=C1)(C1=CC=CC=C1)C1=CC=CC=C1 (ethyl 2-butyl-4-(1-ethyl-1-hydroxypropyl)-1-{4-[2-(trityltetrazol-5-yl)phenyl]phenyl}methylimidazole-5-carboxylate). Solvent: CO (methanol), C(C)(C)OC(C)C (diisopropyl ether). Conditions: time 8 hour. Product: C(CCC)C=1N(C(=C(N1)C(CC)(O)CC)C(=O)O)CC1=CC=C(C=C1)C1=C(C=CC=C1)C1=NN=NN1 (2-Butyl-4-(1-ethyl-1-hydroxypropyl)-1-{4-[2-(tetrazol-5-yl)phenyl]phenyl}methylimidazole-5-carboxylic acid). Yield: 83.6%. As a reaction SMILES: Cl.[CH2:2]([C:6]1[N:7]([CH2:22][C:23]2[CH:28]=[CH:27][C:26]([C:29]3[CH:34]=[CH:33][CH:32]=[CH:31][C:30]=3[C:35]3[N:39](C(C4C=CC=CC=4)(C4C=CC=CC=4)C4C=CC=CC=4)[N:38]=[N:37][N:36]=3)=[CH:25][CH:24]=2)[C:8]([C:17]([O:19]CC)=[O:18])=[C:9]([C:11]([CH2:15][CH3:16])([OH:14])[CH2:12][CH3:13])[N:10]=1)[CH2:3][CH2:4][CH3:5]>CO.C(OC(C)C)(C)C>[CH2:2]([C:6]1[N:7]([CH2:22][C:23]2[CH:24]=[CH:25][C:26]([C:29]3[CH:34]=[CH:33][CH:32]=[CH:31][C:30]=3[C:35]3[NH:39][N:38]=[N:37][N:36]=3)=[CH:27][CH:28]=2)[C:8]([C:17]([OH:19])=[O:18])=[C:9]([C:11]([CH2:12][CH3:13])([OH:14])[CH2:15][CH3:16])[N:10]=1)[CH2:3][CH2:4][CH3:5]. Reported procedure: 1.71 ml of 1N aqueous hydrochloric acid were added to a solution of 0.65 g of ethyl 2-butyl-4-(1-ethyl-1-hydroxypropyl)-1-{4-[2-(trityltetrazol-5-yl)phenyl]phenyl}methylimidazole-5-carboxylate [prepared as described in step (a) above] in 10 ml of methanol, and the resulting mixture was allowed to stand overnight at room temperature. At the end of this time, the solvent was removed by distillation under reduced pressure, and the concentrate was again dissolved in 10 ml of methanol. The resulting ... Reactants: N1CCCCC1 (Piperidine), CN(C)CC1CN(C2=CC=CC=C2C1)C([C@@H](CC1=CNC2=CC=CC=C12)NC(=O)OCC1C2=CC=CC=C2C=2C=CC=CC12)=O (3-(R,S)-(N,N-dimethylamino)methyl-1-[2-(R)-(9-fluorenylmethoxy)carbonylamino-3-(indol-3-yl)propanoyl]-1,2,3,4-tetrahydroquinoline). Solvent: CO (methanol). Reaction conditions: time 18 hour. The product is N[C@@H](C(=O)N1CC(CC2=CC=CC=C12)CN(C)C)CC1=CNC2=CC=CC=C12 (1-[2-(R)-Amino-3-(indol-3-yl)propanoyl]-3-(R,S)-(N,N-dimethylamino)methyl-1,2,3,4-tetrahydroquinoline). Yield: 76.2%. As a reaction SMILES: N1CCCCC1.[CH3:7][N:8]([CH2:10][CH:11]1[CH2:20][C:19]2[C:14](=[CH:15][CH:16]=[CH:17][CH:18]=2)[N:13]([C:21](=[O:51])[C@H:22]([NH:33]C(OCC2C3C=CC=CC=3C3C2=CC=CC=3)=O)[CH2:23][C:24]2[C:32]3[C:27](=[CH:28][CH:29]=[CH:30][CH:31]=3)[NH:26][CH:25]=2)[CH2:12]1)[CH3:9]>CO>[NH2:33][C@H:22]([CH2:23][C:24]1[C:32]2[C:27](=[CH:28][CH:29]=[CH:30][CH:31]=2)[NH:26][CH:25]=1)[C:21]([N:13]1[C:14]2[C:19](=[CH:18][CH:17]=[CH:16][CH:15]=2)[CH2:20][CH:11]([CH2:10][N:8]([CH3:9])[CH3:7])[CH2:12]1)=[O:51]. Procedure: Piperidine (0.66 ml) was added to a methanol (10 ml) solution of 3-(R,S)-(N,N-dimethylamino)methyl-1-[2-(R)-(9-fluorenylmethoxy)carbonylamino-3-(indol-3-yl)propanoyl]-1,2,3,4-tetrahydroquinoline (0.797 g) at room temperature. The reaction mixture was stirred at room temperature for 18 hours, then concentrated. The residue was purified by alumina column chromatography (eluent: ethyl acetate/methanol=10/1) to obtain the entitled compound (0.382 g).